Dataset: the Open Reaction Database (ORD), a public repository of structured organic reaction records. Task: describe an organic reaction: reactants, conditions, products, and yield The reactants are FC1=C(NC)C=CC(=C1)F (2,4-Difluoro-N-methylaniline), C(=O)([O-])[O-].[K+].[K+] (K2CO3), O (water), BrCC(=O)OC (methyl bromoacetate). The solvent is CN1CCCC1=O (NMP). Reaction conditions: time 24 hour. Yields the product COC(CN(C)C1=C(C=C(C=C1)F)F)=O ([(2,4-Difluoro-phenyl)-methyl-amino]-acetic acid methyl ester). Reaction SMILES: [F:1][C:2]1[CH:9]=[C:8]([F:10])[CH:7]=[CH:6][C:3]=1[NH:4][CH3:5].C([O-])([O-])=O.[K+].[K+].Br[CH2:18][C:19]([O:21][CH3:22])=[O:20].O>CN1C(=O)CCC1>[CH3:22][O:21][C:19](=[O:20])[CH2:18][N:4]([C:3]1[CH:6]=[CH:7][C:8]([F:10])=[CH:9][C:2]=1[F:1])[CH3:5] |f:1.2.3|. Procedure details: To a mixture of the 2,4-Difluoro-N-methylaniline (Avacado Research Chemical, Heysham UK) (1.43 g, 10 mmole) in NMP, and K2CO3, was added methyl bromoacetate (0.945 ml, 10 mmole) and stirred at room temperature for 24 hours. The reaction mixture was added to water and extracted with ethyl acetate (3×50 ml), the organic extracts were washed 6× with water, dried (MgSO4) and evaporated to give the product as a oil. Reactants: S=C=NC1CCCCC1, ClCCCl, Cc1ccc(N(C(=O)c2ccco2)C2CCN(CCCc3ccccc3N)CC2)cc1. Yields the product Cc1ccc(N(C(=O)c2ccco2)C2CCN(CCCc3ccccc3NC(=S)NC3CCCCC3)CC2)cc1. RXN SMILES: [CH:32]1([N:38]=[C:39]=[S:40])[CH2:33][CH2:34][CH2:35][CH2:36][CH2:37]1.[Cl:41][CH2:42][CH2:43][Cl:44].[NH2:1][c:2]1[c:3]([CH2:8][CH2:9][CH2:10][N:11]2[CH2:12][CH2:13][CH:14]([N:17]([C:18](=[O:19])[c:20]3[o:21][cH:22][cH:23][cH:24]3)[c:25]3[cH:26][cH:27][c:28]([CH3:31])[cH:29][cH:30]3)[CH2:15][CH2:16]2)[cH:4][cH:5][cH:6][cH:7]1>>[NH:1]([c:2]1[c:3]([CH2:8][CH2:9][CH2:10][N:11]2[CH2:12][CH2:13][CH:14]([N:17]([C:18](=[O:19])[c:20]3[o:21][cH:22][cH:23][cH:24]3)[c:25]3[cH:26][cH:27][c:28]([CH3:31])[cH:29][cH:30]3)[CH2:15][CH2:16]2)[cH:4][cH:5][cH:6][cH:7]1)[C:39]([NH:38][CH:32]1[CH2:33][CH2:34][CH2:35][CH2:36][CH2:37]1)=[S:40]. Reactants: CN1CCOCC1 (N-methyl-morpholine), NC1(C(NC(NC1=O)=O)=O)C1=CC=CC=C1 (5-amino-5-phenyl-2,4,6-trioxopyrimidine), [Cl-].COC(CC(=O)O)=O (malonic acid monomethyl ester chloride). Run in C(C)#N (acetonitrile). Product: COC(CC(=O)NC1(C(NC(NC1=O)=O)=O)C1=CC=CC=C1)=O (N-(2,4,6-Trioxo-5-phenyl-hexahydro-pyrimidin-5-yl)-malonamic acid methyl ester). Isolated yield 68.0%. As a reaction SMILES: [NH2:1][C:2]1([C:11]2[CH:16]=[CH:15][CH:14]=[CH:13][CH:12]=2)[C:7](=[O:8])[NH:6][C:5](=[O:9])[NH:4][C:3]1=[O:10].CN1CCOCC1.[Cl-].[CH3:25][O:26][C:27](=[O:32])[CH2:28][C:29](O)=[O:30]>C(#N)C>[CH3:25][O:26][C:27](=[O:32])[CH2:28][C:29]([NH:1][C:2]1([C:11]2[CH:16]=[CH:15][CH:14]=[CH:13][CH:12]=2)[C:3](=[O:10])[NH:4][C:5](=[O:9])[NH:6][C:7]1=[O:8])=[O:30] |f:2.3|. Procedure details: 2 g 5-amino-5-phenyl-2,4,6-trioxopyrimidine is dissolved in 20 ml acetonitrile and admixed with 1.5 ml N-methyl-morpholine. 1.03 ml malonic acid monomethyl ester chloride is added dropwise while stirring and cooling on ice and the suspension is stirred for 2 hours at room temperature. The precipitate is suction filtered, washed with acetonitrile, water and again with acetonitrile and dried. 1.97 g (68%) of the title compound is obtained. Starting materials: COC(C(C1=CC=C(C=C1)OCCOC1=CC(=C(C=C1)OC)OC)=O)=O (4-[[2-(3,4-dimethoxyphenoxy)ethyl]oxy]-alpha-oxobenzeneacetic acid methyl ester), Cl (hydrochloric acid). Run in CO (methanol), [OH-].[Na+] (sodium hydroxide). Yields the product COC=1C=C(OCCOC2=CC=C(C=C2)C(C(=O)O)=O)C=CC1OC (4-[[2-(3,4-dimethoxyphenoxy)ethyl]oxy]-alphaoxobenzeneacetic acid). Isolated yield 93.6%. RXN SMILES: C[O:2][C:3](=[O:26])[C:4](=[O:25])[C:5]1[CH:10]=[CH:9][C:8]([O:11][CH2:12][CH2:13][O:14][C:15]2[CH:20]=[CH:19][C:18]([O:21][CH3:22])=[C:17]([O:23][CH3:24])[CH:16]=2)=[CH:7][CH:6]=1.Cl>CO.[OH-].[Na+]>[CH3:24][O:23][C:17]1[CH:16]=[C:15]([CH:20]=[CH:19][C:18]=1[O:21][CH3:22])[O:14][CH2:13][CH2:12][O:11][C:8]1[CH:7]=[CH:6][C:5]([C:4](=[O:25])[C:3]([OH:26])=[O:2])=[CH:10][CH:9]=1 |f:3.4|. Reported procedure: A mixture of 4-[[2-(3,4-dimethoxyphenoxy)ethyl]oxy]-alpha-oxobenzeneacetic acid methyl ester (0.7 g) in methanol and 0.5N sodium hydroxide (8 mL) was heated on the steam bath for 0.5 hours and cooled. 2N hydrochloric acid (5 mL) was added and the resulting solids were filtered and washed with water. The solids were dried by boiling in benzene (20 mL), filtered, hexane (5 mL) was added, and the resulting mixture was chilled to give 0.63 g of colorless 4-[[2-(3,4-dimethoxyphenoxy)ethyl]oxy]-alphao... The reactants are [H-].[Al+3].[Li+].[H-].[H-].[H-] (lithium aluminum hydride), C(C)(=O)OC1=C(C=C(C=C1)O)C (Methyl-4-hydroxyphenyl acetate), C1CCOC1 (THF), Cl (HCl). Reaction conditions: temperature 0 celsius, time 8 hour. Product: OC1=CC=C(CCO)C=C1 (4-hydroxyphenethyl alcohol). Yield: 85.0%. As a reaction SMILES: C(O[C:5]1[CH:10]=[CH:9][C:8]([OH:11])=[CH:7][C:6]=1C)(=O)C.[H-].[Al+3].[Li+].[H-].[H-].[H-].Cl.C1C[O:23][CH2:22][CH2:21]1>>[OH:11][C:8]1[CH:7]=[CH:6][C:5]([CH2:21][CH2:22][OH:23])=[CH:10][CH:9]=1 |f:1.2.3.4.5.6|. Reported procedure: Methyl-4-hydroxyphenyl acetate (23.0 g, 139.0 mmol) was dissolved in THF (400 ml). After cooling to 0° C., lithium aluminum hydride (LAH; 7.9 g, 209.0 mmol) was added over 1 hr, stirred for 2 hrs at 0° C. and additionally for 8 hrs at room temperature. 1N aqueous HCl (300 ml) was added at 0° C. and the reaction mixture was extracted with ethylacetate (200 ml×3). The combined organic layer was washed with water (200 ml×2) and sat. NaCl (200 ml) and dried over MgSO4. The dried organic layer was ev... The reactants are C(C)C1C(CCC(C(OC(C2CCCCN2C(C(C2(C(CC(C(C(CC(CC(=C1)C)C)OC)O2)OC)C)O)=O)=O)=O)C(=CC2CC(C(CC2)N=[N+]=[N-])O)C)C)=O (17-Ethyl-1-hydroxy-12-[2'-(4"-azido-3"-hydroxycyclohexyl)-1'-methylvinyl]-23,25-dimethoxy-13,19,21,27-tetramethyl-11,28-dioxa-4-azatricyclo[22.3.1.04,9 ]octacos-18-ene-2,3,10,16-tetraone), [H-].[K+] (potassium hydride), COC(CBr)OC (bromoacetaldehyde dimethyl acetal). Product: C(C)C1C(CCC(C(OC(C2CCCCN2C(C(C2(C(CC(C(C(CC(CC(=C1)C)C)OC)O2)OC)C)O)=O)=O)=O)C(=CC2CC(C(CC2)N=[N+]=[N-])OCC(OC)OC)C)C)=O (17-Ethyl-1-hydroxy-12-[2'-(4"-azido-3"-(2,2-dimethoxyethoxy)-cyclohexyl)-1'-methylvinyl]-23,25-dimethoxy-13,19,21,27-tetramethyl-11,28-dioxa-4-azatricyclo[22.3.1.04,9 ]octacos-18-ene-2,3,10,16-tetraone). RXN SMILES: [CH2:1]([CH:3]1[CH:29]=[C:28]([CH3:30])[CH2:27][CH:26]([CH3:31])[CH2:25][CH:24]([O:32][CH3:33])[CH:23]2[O:34][C:19]([OH:38])([CH:20]([CH3:37])[CH2:21][CH:22]2[O:35][CH3:36])[C:18](=[O:39])[C:17](=[O:40])[N:16]2[CH:11]([CH2:12][CH2:13][CH2:14][CH2:15]2)[C:10](=[O:41])[O:9][CH:8]([C:42]([CH3:54])=[CH:43][CH:44]2[CH2:49][CH2:48][CH:47]([N:50]=[N+:51]=[N-:52])[CH:46]([OH:53])[CH2:45]2)[CH:7]([CH3:55])[CH2:6][CH2:5][C:4]1=[O:56])[CH3:2].[H-].[K+].[CH3:59][O:60][CH:61]([O:64][CH3:65])[CH2:62]Br>>[CH2:1]([CH:3]1[CH:29]=[C:28]([CH3:30])[CH2:27][CH:26]([CH3:31])[CH2:25][CH:24]([O:32][CH3:33])[CH:23]2[O:34][C:19]([OH:38])([CH:20]([CH3:37])[CH2:21][CH:22]2[O:35][CH3:36])[C:18](=[O:39])[C:17](=[O:40])[N:16]2[CH:11]([CH2:12][CH2:13][CH2:14][CH2:15]2)[C:10](=[O:41])[O:9][CH:8]([C:42]([CH3:54])=[CH:43][CH:44]2[CH2:49][CH2:48][CH:47]([N:50]=[N+:51]=[N-:52])[CH:46]([O:53][CH2:62][CH:61]([O:64][CH3:65])[O:60][CH3:59])[CH2:45]2)[CH:7]([CH3:55])[CH2:6][CH2:5][C:4]1=[O:56])[CH3:2] |f:1.2|. Procedure: Alternatively, a solution of 17-ethyl-1-hydroxy-12-[2'-(4"-azido-3"-hydroxycyclohexyl)-1'-methylvinyl]-23,25-dimethoxy-13,19,21,27-tetramethyl-11,28-dioxa-4-azatricyclo[22.3.1.04,9 ]octacos-18-ene-2,3,10,16-tetraone (25 mg, Example 42, in 0.2 ml dry DME) is added to a stirring suspension of potassium hydride (1 equivalent in 0.5 ml DME) followed immediately by addition of a large excess of bromoacetaldehyde dimethyl acetal (0.2 ml). After 2 hours the mixture is quenched with saturated ammonium c...